Dataset: the Open Reaction Database (ORD), a public repository of structured organic reaction records. Task: describe an organic reaction: reactants, conditions, products, and yield The reactants are [BH4-], CCO, CC(=O)c1c(Cl)ccc2ccccc12, [Na+]. Product: CC(O)c1c(Cl)ccc2ccccc12. RXN SMILES: [BH4-:15].[CH3:17][CH2:18][OH:19].[Cl:1][c:2]1[c:3]([C:12]([CH3:13])=[O:14])[c:4]2[cH:5][cH:6][cH:7][cH:8][c:9]2[cH:10][cH:11]1.[Na+:16]>>[Cl:1][c:2]1[c:3]([CH:12]([CH3:13])[OH:14])[c:4]2[cH:5][cH:6][cH:7][cH:8][c:9]2[cH:10][cH:11]1.